Task: describe an organic reaction: reactants, conditions, products, and yield. Dataset: the Open Reaction Database (ORD), a public repository of structured organic reaction records The reactants are C(C)(C)(C)O (tert-butanol), COC=1C=C2C(C(NC2=CC1)=O)=O (5-methoxyisatin), C(C)[Zn]CC (diethylzinc), N1C(=O)C(=O)C2=CC=CC=C12 (Isatin), CC=1C=C2C(C(NC2=CC1)=O)=O (5-methylisatin), BrC1=C2C(C(NC2=CC(=C1)Br)=O)=O (4,6-Dibromoisatin). Run in CO (methanol), C1(=CC=CC=C1)C (toluene). Run at temperature -78 celsius, time 18 hour. The product is CC(C)([O-])C.[Zn+2].CC(C)([O-])C (Zinc tert-Butoxide), white powder. The yield is 74.7%. Reaction SMILES: N1C2C(=CC=CC=2)C(=O)C1=O.CC1C=C2C(=CC=1)NC(=O)C2=O.COC1C=C2C(=CC=1)NC(=O)C2=O.BrC1C=C(Br)C=C2C=1C(=O)C(=O)N2.[C:50]([OH:54])([CH3:53])([CH3:52])[CH3:51].C([Zn:57]CC)C>CO.C1(C)C=CC=CC=1>[CH3:51][C:50]([CH3:53])([O-:54])[CH3:52].[Zn+2:57].[CH3:51][C:50]([CH3:53])([O-:54])[CH3:52] |f:8.9.10|. Procedure: Isatin and 5-methylisatin were purchased from Aldrich and used as received. 5-methoxyisatin was purchased from Oakwood and used as received. 4,6-Dibromoisatin was purchased from D-L Chiral Chemicals and was dissolved in methanol and copious purple solid impurities were removed by filtration. L-tert-Leucine was purchased from Chem-Impex and Boc protected prior to use. Magnesium Sulfate was purchased from Fisher and flame-dried under vacuum prior to use. Magnesium Bromide Diethyl Etherate (MgBr2 E...